This data is from the Open Reaction Database (ORD), a public repository of structured organic reaction records. The task is: describe an organic reaction: reactants, conditions, products, and yield Starting materials: Br.C1(=CC=CC=C1)SC1=C(C=CC=C1)C1(CCNCC1)C(=O)O (4-(2-phenylthiophenyl)piperidine-4-carboxylic acid hydrobromide), C(C)(=O)OC(C)=O (acetic anhydride). The solvent is N1=CC=CC=C1 (pyridine). Yields the product C(C)(=O)N1CCC(CC1)(C(=O)O)C1=C(C=CC=C1)SC1=CC=CC=C1 (1-acetyl-4-(2-phenylthiophenyl)piperidine-4-carboxylic acid). As a reaction SMILES: Br.[C:2]1([S:8][C:9]2[CH:14]=[CH:13][CH:12]=[CH:11][C:10]=2[C:15]2([C:21]([OH:23])=[O:22])[CH2:20][CH2:19][NH:18][CH2:17][CH2:16]2)[CH:7]=[CH:6][CH:5]=[CH:4][CH:3]=1.[C:24](OC(=O)C)(=[O:26])[CH3:25]>N1C=CC=CC=1>[C:24]([N:18]1[CH2:17][CH2:16][C:15]([C:10]2[CH:11]=[CH:12][CH:13]=[CH:14][C:9]=2[S:8][C:2]2[CH:3]=[CH:4][CH:5]=[CH:6][CH:7]=2)([C:21]([OH:23])=[O:22])[CH2:20][CH2:19]1)(=[O:26])[CH3:25] |f:0.1|. Procedure details: A mixture of 8 g of 4-(2-phenylthiophenyl)piperidine-4-carboxylic acid hydrobromide and 10 ml of acetic anhydride in 50 ml of pyridine is refluxed for 4 hours. Thereafter, any excess pyridine is removed by distillation under vacuum and the residue is triturated in 100 ml of 1 N hydrochloric acid before being extracted thrice with chloroform. The combined chloroform extracts are successively washed well with water, dried and concentrated under vacuum. The residue is recrystallized from boiling ac... The reactants are N1=CC(=CC=C1)C1=NN(C(=C1)CC)C1=CC=C(C=C1)N (3-(3-pyridyl)-5-ethyl-1-(4′-aminophenyl)pyrazole), C1C(CC2=CC=CC=C12)C=O (indane 2-carboxaldehyde), C(#N)[BH3-].[Na+] (Sodium cyanoborohydride). Solvent: CO (methanol), C(C)(=O)O (acetic acid). Yields the product C(C)C1=CC(=NN1C1=CC=C(C=C1)NCC1CC2=CC=CC=C2C1)C=1C=NC=CC1 ([4-(5-ethyl-3-pyridin-3-yl-pyrazol-1-yl)phenyl]-(2-indanylmethyl)amine). As a reaction SMILES: [N:1]1[CH:6]=[CH:5][CH:4]=[C:3]([C:7]2[CH:11]=[C:10]([CH2:12][CH3:13])[N:9]([C:14]3[CH:19]=[CH:18][C:17]([NH2:20])=[CH:16][CH:15]=3)[N:8]=2)[CH:2]=1.[CH2:21]1[C:29]2[C:24](=[CH:25][CH:26]=[CH:27][CH:28]=2)[CH2:23][CH:22]1[CH:30]=O.C([BH3-])#N.[Na+]>CO.C(O)(=O)C>[CH2:12]([C:10]1[N:9]([C:14]2[CH:15]=[CH:16][C:17]([NH:20][CH2:30][CH:22]3[CH2:21][C:29]4[C:24](=[CH:25][CH:26]=[CH:27][CH:28]=4)[CH2:23]3)=[CH:18][CH:19]=2)[N:8]=[C:7]([C:3]2[CH:2]=[N:1][CH:6]=[CH:5][CH:4]=2)[CH:11]=1)[CH3:13] |f:2.3|. Procedure: A solution of 3-(3-pyridyl)-5-ethyl-1-(4′-aminophenyl)pyrazole (185 mg, 0.7 mmol) and indane 2-carboxaldehyde (0.96 mmol, 140 mg) in methanol (9 mL) and acetic acid (1 mL) was stirred at room temperature for 30 min. Sodium cyanoborohydride (124 mg, 2 mmol) was added and stirring continued at room temperature. After 3 h the solvent was evaporated under vacuum, the residue was taken up in sodium bicarbonate solution (50 mL), and extracted with methylene chloride (3×50 mL). The combined organic ext... Reactants: Cc1cccc(CBr)c1, O=C([O-])[O-], COC(=O)c1cccc(O)c1C(=O)OC, CC(C)=O, [K+], [K+]. Product: COC(=O)c1cccc(OCc2cccc(C)c2)c1C(=O)OC. Reaction SMILES: [Br:22][CH2:23][c:24]1[cH:25][c:26]([CH3:30])[cH:27][cH:28][cH:29]1.[C:16](=[O:17])([O-:18])[O-:19].[CH3:1][O:2][C:3]([c:4]1[c:5]([C:6](=[O:7])[O:8][CH3:9])[c:10]([OH:14])[cH:11][cH:12][cH:13]1)=[O:15].[CH3:31][C:32](=[O:33])[CH3:34].[K+:20].[K+:21]>>[CH3:1][O:2][C:3]([c:4]1[c:5]([C:6](=[O:7])[O:8][CH3:9])[c:10]([O:14][CH2:23][c:24]2[cH:25][c:26]([CH3:30])[cH:27][cH:28][cH:29]2)[cH:11][cH:12][cH:13]1)=[O:15]. The reagents and catalysts are [Pd] (palladium). Product: C(C)(C)N1N=C(N=C1C=1N=C2N(CCOC3=C2C=CC(=C3)C=3C=NN(C3)CC(C(=O)OCC)C)C1)C (ethyl 3-(4-(2-(1-isopropyl-3-methyl-1H-1,2,4-triazol-5-yl)-5,6-dihydrobenzo[f]imidazo[1,2-d][1,4]oxazepin-9-yl)-1H-pyrazol-1-yl)-2-methylpropanoate). Procedure details: 9-bromo-2-(1-isopropyl-3-methyl-1H-1,2,4-triazol-5-yl)-5,6-dihydrobenzo[f]imidazo[1,2-d][1,4]oxazepine 411 and ethyl 2-methyl-3-(4-(4,4,5,5-tetramethyl-1,3,2-dioxaborolan-2-yl)-1H-pyrazol-1-yl)propanoate were reacted under Suzuki palladium coupling conditions to give ethyl 3-(4-(2-(1-isopropyl-3-methyl-1H-1,2,4-triazol-5-yl)-5,6-dihydrobenzo[f]imidazo[1,2-d][1,4]oxazepin-9-yl)-1H-pyrazol-1-yl)-2-methylpropanoate LC/MS (ESI+): m/z 490 (M+H), which was hydrolyzed with lithium hydroxide in water th... The reactants are BrC1=CC2=C(C=3N(CCO2)C=C(N3)C3=NC(=NN3C(C)C)C)C=C1 (9-Bromo-2-(1-isopropyl-3-methyl-1H-1,2,4-triazol-5-yl)-5,6-dihydrobenzo[f]imidazo[1,2-d][1,4]oxazepine), CC(C(=O)OCC)CN1N=CC(=C1)B1OC(C(O1)(C)C)(C)C (ethyl 2-methyl-3-(4-(4,4,5,5-tetramethyl-1,3,2-dioxaborolan-2-yl)-1H-pyrazol-1-yl)propanoate). As a reaction SMILES: Br[C:2]1[CH:24]=[CH:23][C:5]2[C:6]3[N:7]([CH:11]=[C:12]([C:14]4[N:18]([CH:19]([CH3:21])[CH3:20])[N:17]=[C:16]([CH3:22])[N:15]=4)[N:13]=3)[CH2:8][CH2:9][O:10][C:4]=2[CH:3]=1.[CH3:25][CH:26]([CH2:32][N:33]1[CH:37]=[C:36](B2OC(C)(C)C(C)(C)O2)[CH:35]=[N:34]1)[C:27]([O:29][CH2:30][CH3:31])=[O:28]>[Pd]>[CH:19]([N:18]1[C:14]([C:12]2[N:13]=[C:6]3[C:5]4[CH:23]=[CH:24][C:2]([C:36]5[CH:35]=[N:34][N:33]([CH2:32][CH:26]([CH3:25])[C:27]([O:29][CH2:30][CH3:31])=[O:28])[CH:37]=5)=[CH:3][C:4]=4[O:10][CH2:9][CH2:8][N:7]3[CH:11]=2)=[N:15][C:16]([CH3:22])=[N:17]1)([CH3:21])[CH3:20].